Dataset: the Open Reaction Database (ORD), a public repository of structured organic reaction records. Task: describe an organic reaction: reactants, conditions, products, and yield Reactants: COC(=O)C1CSc2c(-c3ccccc3)c(Cc3cccc4ccccc34)c(CN)c(=O)n21, COC(=O)C1CSc2c(-c3ccccc3)c(Cc3cccc4ccccc34)c(C#N)c(=O)n21, COC(=O)C1CSc2c(-c3ccccc3)c(C)c(C#N)c(=O)n21. Product: COC(=O)C1CSc2c(-c3ccccc3)c(C)c(CN)c(=O)n21. Reaction SMILES: [CH3:1][O:2][C:3](=[O:4])[CH:5]1[CH2:6][S:7][c:8]2[n:9]1[c:10](=[O:33])[c:11]([CH2:31][NH2:32])[c:12]([CH2:20][c:21]1[c:22]3[c:23]([cH:24][cH:25][cH:26][cH:27]3)[cH:28][cH:29][cH:30]1)[c:13]2-[c:14]1[cH:15][cH:16][cH:17][cH:18][cH:19]1.[CH3:34][O:35][C:36]([CH:37]1[n:38]2[c:39](=[O:40])[c:41]([C:42]#[N:43])[c:44]([CH2:45][c:46]3[c:47]4[c:48]([cH:49][cH:50][cH:51][cH:52]4)[cH:53][cH:54][cH:55]3)[c:56](-[c:57]3[cH:58][cH:59][cH:60][cH:61][cH:62]3)[c:63]2[S:64][CH2:65]1)=[O:66].[CH3:67][O:68][C:69]([CH:70]1[n:71]2[c:72](=[O:73])[c:74]([C:75]#[N:76])[c:77]([CH3:78])[c:79](-[c:80]3[cH:81][cH:82][cH:83][cH:84][cH:85]3)[c:86]2[S:87][CH2:88]1)=[O:89]>>[CH3:1][O:2][C:3](=[O:4])[CH:5]1[CH2:6][S:7][c:8]2[n:9]1[c:10](=[O:33])[c:11]([CH2:31][NH2:32])[c:12]([CH3:20])[c:13]2-[c:14]1[cH:15][cH:16][cH:17][cH:18][cH:19]1. Reactants: ClC(Cl)Cl, [Cl-], CC(C)(C)OC(=O)N1CCN(c2nc(NC3CCNC3)nc3ccccc23)CC1, [Na+], O=C([O-])O, O=C(O)Cc1ccccc1, c1ccncc1. Yields the product CC(C)(C)OC(=O)N1CCN(c2nc(NC3CCN(C(=O)Cc4ccccc4)C3)nc3ccccc23)CC1. As a reaction SMILES: [CH:52]([Cl:53])([Cl:54])[Cl:55].[Cl-:36].[NH:1]1[CH2:2][CH:3]([NH:6][c:7]2[n:8][c:9]3[cH:10][cH:11][cH:12][cH:13][c:14]3[c:15]([N:17]3[CH2:18][CH2:19][N:20]([C:23](=[O:24])[O:25][C:26]([CH3:27])([CH3:28])[CH3:29])[CH2:21][CH2:22]3)[n:16]2)[CH2:4][CH2:5]1.[Na+:47].[OH:48][C:49](=[O:50])[O-:51].[c:37]1([CH2:43][C:44](=[O:45])[OH:46])[cH:38][cH:39][cH:40][cH:41][cH:42]1.[cH:30]1[cH:31][cH:32][n:33][cH:34][cH:35]1>>[N:1]1([C:44]([CH2:43][c:37]2[cH:38][cH:39][cH:40][cH:41][cH:42]2)=[O:45])[CH2:2][CH:3]([NH:6][c:7]2[n:8][c:9]3[cH:10][cH:11][cH:12][cH:13][c:14]3[c:15]([N:17]3[CH2:18][CH2:19][N:20]([C:23](=[O:24])[O:25][C:26]([CH3:27])([CH3:28])[CH3:29])[CH2:21][CH2:22]3)[n:16]2)[CH2:4][CH2:5]1. The reactants are CN1CCCC1=O, CC1c2c([nH]c3ccc(Cl)cc23)CCN1C, C=Cc1ccc(C(F)(F)F)nc1, [K+], [OH-]. Product: CC1c2c(n(CCc3ccc(C(F)(F)F)nc3)c3ccc(Cl)cc23)CCN1C. RXN SMILES: [CH3:31][N:32]1[CH2:33][CH2:34][CH2:35][C:36]1=[O:37].[Cl:1][c:2]1[cH:3][c:4]2[c:5]3[c:6]([nH:7][c:8]2[cH:9][cH:10]1)[CH2:11][CH2:12][N:13]([CH3:16])[CH:14]3[CH3:15].[F:17][C:18]([c:19]1[n:20][cH:21][c:22]([CH:25]=[CH2:26])[cH:23][cH:24]1)([F:27])[F:28].[K+:30].[OH-:29]>>[Cl:1][c:2]1[cH:3][c:4]2[c:5]3[c:6]([n:7]([CH2:26][CH2:25][c:22]4[cH:21][n:20][c:19]([C:18]([F:17])([F:27])[F:28])[cH:24][cH:23]4)[c:8]2[cH:9][cH:10]1)[CH2:11][CH2:12][N:13]([CH3:16])[CH:14]3[CH3:15]. The reactants are CC1=C(N)C(=CC=C1)C (2,6-Dimethyl-aniline), ClC(=O)OCCC (propyl chloroformate). The solvent is C(C)#N (acetonitrile). Reaction conditions: temperature 150 celsius. The product is C(CC)OC(NC1=C(C=CC=C1C)C)=O ((2,6-Dimethyl-phenyl)-carbamic acid propyl ester). Isolated yield 95.0%. Reaction SMILES: [CH3:1][C:2]1[CH:8]=[CH:7][CH:6]=[C:5]([CH3:9])[C:3]=1[NH2:4].Cl[C:11]([O:13][CH2:14][CH2:15][CH3:16])=[O:12]>C(#N)C>[CH2:14]([O:13][C:11](=[O:12])[NH:4][C:3]1[C:5]([CH3:9])=[CH:6][CH:7]=[CH:8][C:2]=1[CH3:1])[CH2:15][CH3:16]. Procedure details: 2,6-Dimethyl-aniline (3.0 mL) and propyl chloroformate (4.1 mL) were dissolved in acetonitrile (15 mL) and heated to 150° C. for 10 minutes in a sealed microwave process vial. The reaction mixture was concentrated in vacuo to furnish 4.79 g (95% yield) of the title compound as a brown solid. The crude product was used without further purification. Starting materials: CC(C)(C)[Si](O[C@H]1[C@@H](O[C@@H]([C@H]1O[Si](C)(C)C(C)(C)C)CO[Si](C)(C)C(C)(C)C)N1C(=O)NC(=O)C=C1)(C)C (2',3',5'-tris-O-((1,1-dimethylethyl)dimethylsilyl)uridine), COC1=CC=C(C(=O)C2=CC=C(C=C2)OC)C=C1 (4,4'-dimethoxybenzophenone). Yields the product OC(C1=CC=C(C=C1)OC)(C1=CC=C(C=C1)OC)C=1C(NC(N([C@H]2[C@H](O[Si](C)(C)C(C)(C)C)[C@H](O[Si](C)(C)C(C)(C)C)[C@@H](CO[Si](C)(C)C(C)(C)C)O2)C1)=O)=O (5-(Hydroxy-1,1-bis(4-methoxyphenyl)methyl)-2',3',5'-tris-O-((1,1-dimethylethyl)dimethylsilyl)uridine). As a reaction SMILES: [CH3:1][C:2]([Si:5]([CH3:38])([CH3:37])[O:6][C@@H:7]1[C@H:11]([O:12][Si:13]([C:16]([CH3:19])([CH3:18])[CH3:17])([CH3:15])[CH3:14])[C@@H:10]([CH2:20][O:21][Si:22]([C:25]([CH3:28])([CH3:27])[CH3:26])([CH3:24])[CH3:23])[O:9][C@H:8]1[N:29]1[CH:36]=[CH:35][C:33](=[O:34])[NH:32][C:30]1=[O:31])([CH3:4])[CH3:3].[CH3:39][O:40][C:41]1[CH:56]=[CH:55][C:44]([C:45]([C:47]2[CH:52]=[CH:51][C:50]([O:53][CH3:54])=[CH:49][CH:48]=2)=[O:46])=[CH:43][CH:42]=1>>[OH:46][C:45]([C:35]1[C:33](=[O:34])[NH:32][C:30](=[O:31])[N:29]([CH:36]=1)[C@@H:8]1[O:9][C@H:10]([CH2:20][O:21][Si:22]([C:25]([CH3:26])([CH3:27])[CH3:28])([CH3:23])[CH3:24])[C@@H:11]([O:12][Si:13]([C:16]([CH3:17])([CH3:18])[CH3:19])([CH3:14])[CH3:15])[C@H:7]1[O:6][Si:5]([C:2]([CH3:1])([CH3:3])[CH3:4])([CH3:38])[CH3:37])([C:44]1[CH:55]=[CH:56][C:41]([O:40][CH3:39])=[CH:42][CH:43]=1)[C:47]1[CH:48]=[CH:49][C:50]([O:53][CH3:54])=[CH:51][CH:52]=1. Procedure: 5-(Hydroxy-1,1-bis(4-methoxyphenyl)methyl)-2',3',5'-tris-O-((1,1-dimethylethyl)dimethylsilyl)uridine was prepared from 2',3',5'-tris-O-((1,1-dimethylethyl)dimethylsilyl)uridine according to the method of Example 1 step (i) (but using 4,4'-dimethoxybenzophenone instead of benzophenone). Starting materials: C(C)OC(=O)[C@H]1[C@@H](CC(C1)=O)C(=O)OCC (rac-trans-4-oxo-cyclopentane-1,2-dicarboxylic acid diethyl ester), ClCCl (dichloromethane), [Mg] (magnesium), [OH-].[Na+] (NaOH). The solvent is O1CCN(CC1)CCS(=O)(=O)O (2-morpholinoethanesulfonic acid). Yields the product C(C)OC(=O)[C@H]1[C@@H](CC(C1)=O)C(=O)O ((1R,2R)-4-oxo-cyclopentane-1,2-dicarboxylic acid monoethyl ester). Isolated yield 46.0%. Reaction SMILES: [CH2:1]([O:3][C:4]([C@@H:6]1[CH2:10][C:9](=[O:11])[CH2:8][C@H:7]1[C:12]([O:14]CC)=[O:13])=[O:5])[CH3:2].[Mg].[OH-].[Na+].ClCCl>O1CCN(CCS(O)(=O)=O)CC1>[CH2:1]([O:3][C:4]([C@@H:6]1[CH2:10][C:9](=[O:11])[CH2:8][C@H:7]1[C:12]([OH:14])=[O:13])=[O:5])[CH3:2] |f:2.3|. Procedure details: 60.44 g of rac-trans-4-oxo-cyclopentane-1,2-dicarboxylic acid diethyl ester (prepared according to E. Lee-Ruff et al., J. Org. Chem. 59, 2114, 1994 or J. Mittendorf et al., Synthesis, 136, 2003) was emulsified under vigorous stirring in 1.16 L 5 mM 2-morpholinoethanesulfonic acid, 50 mM magnesium acetetate buffer pH 6.2. 1.94 ml CALB L (liquid enzyme formulation from Novozymes, Denmark) was added and the pH kept constant at 6.2 under vigorous stirring by the automated addition (pH-stat) of 1.0 M... Reactants: O=C[C@H](O)[C@@H](O)[C@H](O)[C@H](O)CO (glucose), Cl.CNC(C(=O)C1=CC=CC=C1)C (2-methylamino-1-phenyl-1-propanone hydrochloride). The solvent is O (water). Conditions: time 48 hour. Yields the product C[C@@H]([C@H](C1=CC=CC=C1)O)NC (d-pseudoephedrine). RXN SMILES: O=C[C@@H]([C@H]([C@@H]([C@@H](CO)O)O)O)O.Cl.[CH3:14][NH:15][CH:16]([CH3:25])[C:17]([C:19]1[CH:24]=[CH:23][CH:22]=[CH:21][CH:20]=1)=[O:18]>O>[CH3:25][C@H:16]([NH:15][CH3:14])[C@@H:17]([OH:18])[C:19]1[CH:20]=[CH:21][CH:22]=[CH:23][CH:24]=1 |f:1.2|. Reported procedure: Mycobacterium smegmatis IAM-12065 was inoculated to a medium containing 1% glucose, 0.5% peptone, and 0.3% yeast extract, and shake-culturing was aerobically carried out at 30° C. for 48 hours. After the cultured solution (1 l) was centrifuged to give bacterial cells, the cells was suspended in 50 ml of water, and after addition of dl-2-methylamino-1-phenyl-1-propanone hydrochloride (0.5 g), reciprocation-shaking was carried out at 30° C. and at 150 rpm. One hundred hours after the start of shak...